Dataset: the Open Reaction Database (ORD), a public repository of structured organic reaction records. Task: describe an organic reaction: reactants, conditions, products, and yield Starting materials: CC1(OB(OC1(C)C)C1=CC=C(C=C1)CC(=O)O)C (2-(4-(4,4,5,5-tetramethyl-1,3,2-dioxaborolan-2-yl)phenyl)acetic acid), CC(CO)C (2-methylpropan-1-ol). Solvent: C(C)O (ethanol). The product is CC1(OB(OC1(C)C)C1=CC=C(C=C1)CCC(=O)OCC(C)C)C (Isobutyl 3-(4-(4,4,5,5-tetramethyl-1,3,2-dioxaborolan-2-yl)phenyl)propanoate). Yield: 67.0%. RXN SMILES: [CH3:1][C:2]1([CH3:19])[C:6]([CH3:8])([CH3:7])[O:5][B:4]([C:9]2[CH:14]=[CH:13][C:12](CC(O)=O)=[CH:11][CH:10]=2)[O:3]1.[CH3:20][CH:21]([CH3:24])[CH2:22][OH:23]>C(O)C>[CH3:7][C:6]1([CH3:8])[C:2]([CH3:19])([CH3:1])[O:3][B:4]([C:9]2[CH:10]=[CH:11][C:12]([CH2:7][CH2:6][C:2]([O:23][CH2:22][CH:21]([CH3:24])[CH3:20])=[O:3])=[CH:13][CH:14]=2)[O:5]1. Procedure details: Isobutyl 3-(4-(4,4,5,5-tetramethyl-1,3,2-dioxaborolan-2-yl)phenyl)propanoate (67%) was prepared according to Example 192, Step A described above, substituting 3-(4-(4,4,5,5-tetramethyl-1,3,2-dioxaborolan-2-yl)phenyl)propanoic acid for 2-(4-(4,4,5,5-tetramethyl-1,3,2-dioxaborolan-2-yl)phenyl)acetic acid and 2-methylpropan-1-ol for ethanol. Starting materials: CN(C(OC1=CC(=CC=C1)N)=O)C (3-Aminophenyl dimethylcarbamate), C(C)(C)(C)OC(=O)N1CCC(CC1)(C(=O)O)COC (1-(tert-butoxycarbonyl)-4-(methoxymethyl)-piperidine-4-carboxylic acid), N1=CC=CC=C1 (pyridine), C(C(=O)Cl)(=O)Cl (oxalyl chloride). Reagents/catalysts: CN(C)C=O (DMF). The solvent is hexanes, C(C)(=O)OCC (ethyl acetate), C(Cl)Cl (CH2Cl2). Reaction conditions: time 30 minute. The product is CN(C(=O)OC=1C=C(C=CC1)NC(=O)C1(CCN(CC1)C(=O)OC(C)(C)C)COC)C (tert-butyl 4-(3-(dimethylcarbamoyloxy)phenylcarbamoyl)-4-(methoxymethyl)piperidine-1-carboxylate). The yield is 89.9%. As a reaction SMILES: [C:1]([O:5][C:6]([N:8]1[CH2:13][CH2:12][C:11]([CH2:17][O:18][CH3:19])([C:14]([OH:16])=O)[CH2:10][CH2:9]1)=[O:7])([CH3:4])([CH3:3])[CH3:2].N1C=CC=CC=1.C(Cl)(=O)C(Cl)=O.[CH3:32][N:33]([CH3:44])[C:34](=[O:43])[O:35][C:36]1[CH:41]=[CH:40][CH:39]=[C:38]([NH2:42])[CH:37]=1>CN(C=O)C.C(Cl)Cl.C(OCC)(=O)C>[CH3:32][N:33]([CH3:44])[C:34]([O:35][C:36]1[CH:37]=[C:38]([NH:42][C:14]([C:11]2([CH2:17][O:18][CH3:19])[CH2:10][CH2:9][N:8]([C:6]([O:5][C:1]([CH3:2])([CH3:3])[CH3:4])=[O:7])[CH2:13][CH2:12]2)=[O:16])[CH:39]=[CH:40][CH:41]=1)=[O:43]. Reported procedure: To a solution of 1-(tert-butoxycarbonyl)-4-(methoxymethyl)-piperidine-4-carboxylic acid from step B (718 mg, 2.63 mmol), pyridine (0.84 mL, 10.52 mmol), and DMF (catalytic, 3 drops) in CH2Cl2 (13 mL) was added dropwise oxalyl chloride (0.25 mL, 2.89 mmol, caution: exothermic). After gas evolution subsided, the reaction was stirred at ambient temperature for 30 minutes. 3-Aminophenyl dimethylcarbamate (475 mg, 2.63 mmol) was added in one portion to this solution and stirred for another 30 minutes... Reactants: C1CCOC1, Cl, COC(=O)c1cc(-c2c(F)cnn2C)cs1, [Na+], [OH-]. As a reaction SMILES: [CH2:18]1[O:19][CH2:20][CH2:21][CH2:22]1.[ClH:17].[F:1][c:2]1[cH:3][n:4][n:5]([CH3:16])[c:6]1-[c:7]1[cH:8][c:9]([C:12](=[O:13])[O:14][CH3:15])[s:10][cH:11]1.[Na+:24].[OH-:23]>>[F:1][c:2]1[cH:3][n:4][n:5]([CH3:16])[c:6]1-[c:7]1[cH:8][c:9]([C:12](=[O:13])[OH:14])[s:10][cH:11]1. Product: Cn1ncc(F)c1-c1csc(C(=O)O)c1. Yields the product CC(CO[Si](C)(C)C(C)(C)C)Oc1cnc(Oc2ccc3ncnc(Nc4ccn(C)n4)c3c2)c(Cl)c1. RXN SMILES: [CH3:17][C:18]([CH3:19])([O-:20])[CH3:21].[CH3:1][S:2](=[O:3])(=[O:4])[O:5][CH:6]([CH2:7][O:8][Si:9]([CH3:10])([CH3:11])[C:12]([CH3:13])([CH3:14])[CH3:15])[CH3:16].[CH3:23][S:24](=[O:25])[CH3:26].[Cl:27][c:28]1[cH:29][c:30]([OH:52])[cH:31][n:32][c:33]1[O:34][c:35]1[cH:36][c:37]2[c:38]([NH:45][c:46]3[n:47][n:48]([CH3:51])[cH:49][cH:50]3)[n:39][cH:40][n:41][c:42]2[cH:43][cH:44]1.[K+:22].[OH2:53]>>[O:5]([CH:6]([CH2:7][O:8][Si:9]([CH3:10])([CH3:11])[C:12]([CH3:13])([CH3:14])[CH3:15])[CH3:16])[c:30]1[cH:29][c:28]([Cl:27])[c:33]([O:34][c:35]2[cH:36][c:37]3[c:38]([NH:45][c:46]4[n:47][n:48]([CH3:51])[cH:49][cH:50]4)[n:39][cH:40][n:41][c:42]3[cH:43][cH:44]2)[n:32][cH:31]1. The reactants are CC(C)(C)[O-], CC(CO[Si](C)(C)C(C)(C)C)OS(C)(=O)=O, CS(C)=O, Cn1ccc(Nc2ncnc3ccc(Oc4ncc(O)cc4Cl)cc23)n1, [K+], O. Reactants: CN1CCC(C(=O)O)CC1, Cl, O=S(Cl)Cl. Yields the product CN1CCC(C(=O)O)CC1, [Cl-]. As a reaction SMILES: [CH3:2][N:3]1[CH2:4][CH2:5][CH:6]([C:9](=[O:10])[OH:11])[CH2:7][CH2:8]1.[ClH:1].[S:12]([Cl:13])([Cl:14])=[O:15]>>[CH3:2][N:3]1[CH2:4][CH2:5][CH:6]([C:9](=[O:10])[OH:11])[CH2:7][CH2:8]1.[Cl-:14]. The reactants are BrCCc1ccccc1, [Mg], C1CCOC1. Product: [Br-], [Mg+]CCc1ccccc1. As a reaction SMILES: [Br:2][CH2:3][CH2:4][c:5]1[cH:6][cH:7][cH:8][cH:9][cH:10]1.[Mg:1].[O:11]1[CH2:12][CH2:13][CH2:14][CH2:15]1>>[Br-:2].[Mg+:1][CH2:3][CH2:4][c:5]1[cH:6][cH:7][cH:8][cH:9][cH:10]1. Starting materials: C(C)(C)N(CC)C(C)C (diisopropylethylamine), C(=O)(C(F)(F)F)O.CC#N (TFA CH3CN), COC1=C(N)C=CC(=C1)C1CCN(CC1)C (2-methoxy-4-(1-methylpiperidin-4-yl)aniline), CC1=CC(N(C=2N=C(N=CC21)S(=O)C)C=2C=C(C=CC2)NC(C=C)=O)=O (N-(3-(5-methyl-2-(methylsulfinyl)-7-oxopyrido[2,3-d]pyrimidin-8(7H)-yl)phenyl)acrylamide). Solvent: C(C)(C)(C)O (tert-butanol), C(=O)(C(F)(F)F)O.O (TFA water). Reaction conditions: temperature 100 celsius. The product is COC1=C(C=CC(=C1)C1CCN(CC1)C)NC=1N=CC2=C(N1)N(C(C=C2C)=O)C=2C=C(C=CC2)NC(C=C)=O (N-(3-(2-((2-methoxy-4-(1-methylpiperidin-4-yl)phenyl)amino)-5-methyl-7-oxopyrido[2,3-d]pyrimidin-8(7H)-yl)phenyl)acrylamide). Yield: 5.2%. RXN SMILES: [CH3:1][O:2][C:3]1[CH:9]=[C:8]([CH:10]2[CH2:15][CH2:14][N:13]([CH3:16])[CH2:12][CH2:11]2)[CH:7]=[CH:6][C:4]=1[NH2:5].[CH3:17][C:18]1[C:27]2[CH:26]=[N:25][C:24](S(C)=O)=[N:23][C:22]=2[N:21]([C:31]2[CH:32]=[C:33]([NH:37][C:38](=[O:41])[CH:39]=[CH2:40])[CH:34]=[CH:35][CH:36]=2)[C:20](=[O:42])[CH:19]=1.C(N(C(C)C)CC)(C)C.C(O)(C(F)(F)F)=O.CC#N>C(O)(C)(C)C.C(O)(C(F)(F)F)=O.O>[CH3:1][O:2][C:3]1[CH:9]=[C:8]([CH:10]2[CH2:15][CH2:14][N:13]([CH3:16])[CH2:12][CH2:11]2)[CH:7]=[CH:6][C:4]=1[NH:5][C:24]1[N:25]=[CH:26][C:27]2[C:18]([CH3:17])=[CH:19][C:20](=[O:42])[N:21]([C:31]3[CH:32]=[C:33]([NH:37][C:38](=[O:41])[CH:39]=[CH2:40])[CH:34]=[CH:35][CH:36]=3)[C:22]=2[N:23]=1 |f:3.4,6.7|. Procedure details: To a suspension of 2-methoxy-4-(1-methylpiperidin-4-yl)aniline (19b, 363 mg, 1.65 mmol) and N-(3-(5-methyl-2-(methylsulfinyl)-7-oxopyrido[2,3-d]pyrimidin-8(7H)-yl)phenyl)acrylamide (5b, 300 mg, 0.81 mmol) in tert-butanol (15 mL) at RT was added diisopropylethylamine (0.43 mL, 2.443 mmol). The mixture was heated at 100° C. for 48 h. The reaction mixture was concentrated on the rotovap and the crude residue was suspended in Et2O and filtered. The resulting light yellow amorphous solid was washed w...